This data is from the Open Reaction Database (ORD), a public repository of structured organic reaction records. The task is: describe an organic reaction: reactants, conditions, products, and yield Starting materials: COC(C(CC1=CC=C(C=C1)C1(CC1)CN(CCCCCCC)C(=O)OC(C)(C)C)OCC)=O (3-(4-{1-((tert-butoxycarbonyl-heptyl-amino)-methyl]-cyclopropyl}-phenyl)-2-ethoxy-propionic acid methyl ester), Cl (HCl). Run in C(C)(=O)OCC (ethyl acetate). The product is COC(C(CC1=CC=C(C=C1)C1(CC1)CNCCCCCCC)OCC)=O (2-ethoxy-3-[4-(1-heptylaminomethyl-cyclopropyl)-phenyl]-propionic acid methyl ester), Cl (HCl). Isolated yield 100.0%. As a reaction SMILES: [CH3:1][O:2][C:3](=[O:34])[CH:4]([O:31][CH2:32][CH3:33])[CH2:5][C:6]1[CH:11]=[CH:10][C:9]([C:12]2([CH2:15][N:16](C(OC(C)(C)C)=O)[CH2:17][CH2:18][CH2:19][CH2:20][CH2:21][CH2:22][CH3:23])[CH2:14][CH2:13]2)=[CH:8][CH:7]=1.[ClH:35]>C(OCC)(=O)C>[CH3:1][O:2][C:3](=[O:34])[CH:4]([O:31][CH2:32][CH3:33])[CH2:5][C:6]1[CH:11]=[CH:10][C:9]([C:12]2([CH2:15][NH:16][CH2:17][CH2:18][CH2:19][CH2:20][CH2:21][CH2:22][CH3:23])[CH2:13][CH2:14]2)=[CH:8][CH:7]=1.[ClH:35]. Procedure: A solution of 3-(4-{1-((tert-butoxycarbonyl-heptyl-amino)-methyl]-cyclopropyl}-phenyl)-2-ethoxy-propionic acid methyl ester (1.29 mmol, 615 mg) in ethyl acetate (20 mL) under a nitrogen atmosphere was cooled to −78° C., and saturated with HCl gas. The solution was allowed to warm to room temperature and the solvent was evaporated, leaving the 2-ethoxy-3-[4-(1-heptylaminomethyl-cyclopropyl)-phenyl]-propionic acid methyl ester as its HCl salt (531 mg, 100%). Starting materials: NC(=O)C=1C2=C(SC1NC(C(=O)OCC)=O)CCCC2 (ETHYL N-[3-(AMINOCARBONYL)-4,5,6,7-TETRAHYDROBENZO[b]THIEN-2-YL]OXAMATE). Run in O (water). Run at time 10 minute. Product: O=C1C2=C(N=C(N1)C(=O)OCC)SC1=C2CCCC1 (ETHYL 3,4,5,6,7,8-HEXAHYDRO-4-OXOBENZOTHIENO[2,3-d]PYRIMIDINE-2-CARBOXYLATE). Isolated yield 48.0%. Reaction SMILES: [NH2:1][C:2]([C:4]1[C:5]2[CH2:20][CH2:19][CH2:18][CH2:17][C:6]=2[S:7][C:8]=1[NH:9][C:10](=O)[C:11]([O:13][CH2:14][CH3:15])=[O:12])=[O:3]>O>[O:3]=[C:2]1[NH:1][C:10]([C:11]([O:13][CH2:14][CH3:15])=[O:12])=[N:9][C:8]2[S:7][C:6]3[CH2:17][CH2:18][CH2:19][CH2:20][C:5]=3[C:4]1=2. Reported procedure: The product of Procedure 1, 8.89 g. (0.030 mole) is melted in a round bottom flask equipped with a magnetic stirring bar and immersed in an oil bath at 261° C. The molten material is heated with stirring until the evolution of water as is evidenced by bubbling of the reaction mixture is no longer evident. About 5-15 min. is sufficient. The molten mass is then dissolved in dimethylformamide and the warm solution is poured into a volume of methanol larger than the reaction mixture. The precipitate...